Dataset: the Open Reaction Database (ORD), a public repository of structured organic reaction records. Task: describe an organic reaction: reactants, conditions, products, and yield Reactants: CCO, O=c1[nH]c2cc(C(F)(F)F)c([N+](=O)[O-])c(Cl)c2[nH]c1=O, Cl[Sn]Cl. Product: Nc1c(C(F)(F)F)cc2[nH]c(=O)c(=O)[nH]c2c1Cl. Reaction SMILES: [CH3:24][CH2:25][OH:26].[Cl:1][c:2]1[c:3]2[nH:4][c:5](=[O:20])[c:6](=[O:19])[nH:7][c:8]2[cH:9][c:10]([C:15]([F:16])([F:17])[F:18])[c:11]1[N+:12]([O-:13])=[O:14].[Sn:21]([Cl:22])[Cl:23]>>[Cl:1][c:2]1[c:3]2[nH:4][c:5](=[O:20])[c:6](=[O:19])[nH:7][c:8]2[cH:9][c:10]([C:15]([F:16])([F:17])[F:18])[c:11]1[NH2:12]. Reactants: FC(C(=O)N[C@@H]1[C@@H](CCCC1)NC(OC(C)(C)C)=O)(F)F (cis-tert-butyl 2-(2,2,2-trifluoroacetamido)cyclohexylcarbamate), [OH-].[Na+] (NaOH). Run in CCO (EtOH), O (water), O (water). Run at time 16 hour. The product is N[C@@H]1[C@@H](CCCC1)NC(OC(C)(C)C)=O (cis-tert-Butyl 2-aminocyclohexylcarbamate). RXN SMILES: FC(F)(F)C([NH:5][C@H:6]1[CH2:11][CH2:10][CH2:9][CH2:8][C@H:7]1[NH:12][C:13](=[O:19])[O:14][C:15]([CH3:18])([CH3:17])[CH3:16])=O.[OH-].[Na+]>CCO.O>[NH2:5][C@H:6]1[CH2:11][CH2:10][CH2:9][CH2:8][C@H:7]1[NH:12][C:13](=[O:19])[O:14][C:15]([CH3:17])([CH3:16])[CH3:18] |f:1.2|. Procedure: To the mixture of cis-tert-butyl 2-(2,2,2-trifluoroacetamido)cyclohexylcarbamate in EtOH from Step B, was added a solution of NaOH (500.0 g of a 50 wt % solution in water, 1.42 eq) in water (1.0 L) portion wise over a period of 15 minutes, while maintaining a reaction temperature <15° C. Once the addition was complete, the reaction temperature was allowed to rise to room temperature, and the reaction mixture was stirred at RT overnight (16 hours). The batch (6 L) was distilled under reduced pres... Reactants: C1(CCCCC1)NC1=C(C#N)C=CC=N1 (2-cyclohexylaminonicotinonitrile), C(C)C(C(=O)Cl)C(=O)Cl (ethyl malonyl chloride), C(C)OCC (ethyl ether). Reaction conditions: time 1 hour. The product is C(C)OC(=O)C=1C(N(C2=NC=CC=C2C1N)C1CCCCC1)=O (4-Amino-1-Cyclohexyl-1,2-Dihydro-2-Oxo-1,8-Naphthyridine-3-Carboxylic Acid Ethyl Ester). Reaction SMILES: [CH:1]1([NH:7][C:8]2[N:15]=[CH:14][CH:13]=[CH:12][C:9]=2[C:10]#[N:11])[CH2:6][CH2:5][CH2:4][CH2:3][CH2:2]1.C([CH:18]([C:22](Cl)=[O:23])[C:19](Cl)=[O:20])C.[CH2:25]([O:27]CC)[CH3:26]>>[CH2:25]([O:27][C:22]([C:18]1[C:19](=[O:20])[N:7]([CH:1]2[CH2:2][CH2:3][CH2:4][CH2:5][CH2:6]2)[C:8]2[C:9]([C:10]=1[NH2:11])=[CH:12][CH:13]=[CH:14][N:15]=2)=[O:23])[CH3:26]. Procedure: To a solution of 20.1 g. (0.1 mole) of 2-cyclohexylaminonicotinonitrile in 1000 ml. of anhydrous ethyl ether was added 7.5 g. (0.05 mole) of ethyl malonyl chloride. The mixture was stirred at room temperature for 1 hour. The mixture was filtered and the filtrate was evaporated in a rotary evaporator. The residue was triturated with 30 ml. of ether and was filtered. The filtrate was evaporated and this residue was added to a solution of 2.3 g. (0.1 g. atom) of sodium in 250 ml. of ethanol. The mi... Starting materials: ClC=1C=C(C=CC1)[C@H](CC=C)CNC ((S)-4-(3-chorophenyl)-5-methylamino-1-pentene), C(C)(C)N(CC)C(C)C (diisopropylethylamine), C1(=CC=CC=C1)S(=O)(=O)Cl (benzenesulfonyl chloride). The solvent is C(Cl)Cl (methylene chloride). Reaction conditions: time 16 hour. Yields the product ClC=1C=C(C=CC1)[C@@H](CN(S(=O)(=O)C1=CC=CC=C1)C)CC=C ((S)-N-[2-(3-Chlorophenyl)pent-4-en-1-yl]-N-methylbenzenesulfonamide). The yield is 103.2%. Reaction SMILES: [Cl:1][C:2]1[CH:3]=[C:4]([C@@H:8]([CH2:12][NH:13][CH3:14])[CH2:9][CH:10]=[CH2:11])[CH:5]=[CH:6][CH:7]=1.C(N(C(C)C)CC)(C)C.[C:24]1([S:30](Cl)(=[O:32])=[O:31])[CH:29]=[CH:28][CH:27]=[CH:26][CH:25]=1>C(Cl)Cl>[Cl:1][C:2]1[CH:3]=[C:4]([C@H:8]([CH2:9][CH:10]=[CH2:11])[CH2:12][N:13]([CH3:14])[S:30]([C:24]2[CH:29]=[CH:28][CH:27]=[CH:26][CH:25]=2)(=[O:32])=[O:31])[CH:5]=[CH:6][CH:7]=1. Procedure details: A solution of 2.0 g (9.53 mmol) of (S)-4-(3-chorophenyl)-5-methylamino-1-pentene (prepared as described by J. Hale et al., Bioorganic and Medicinal Chemistry Letters, 1993, 3, 319-322) and 5.0 mL (28.6 mmol) of diisopropylethylamine (DIPEA) in 20 mL of methylene chloride was cooled in an ice/ethanol bath. To this was added 1.46 mL (11.4 mmol) of benzenesulfonyl chloride and after 5 min the ice bath was removed. After stirring for 16 h, the reaction mixture was diluted with methylene chloride and... Starting materials: OC(C(=O)O)CCCC ((RS)-2-hydroxy-hexanoic acid), C(C)(=O)Cl (acetyl chloride). Product: C(C)(=O)OC(C(=O)O)CCCC ((RS)-2-acetyloxy-hexanoic acid). Reaction SMILES: [OH:1][CH:2]([CH2:6][CH2:7][CH2:8][CH3:9])[C:3]([OH:5])=[O:4].[C:10](Cl)(=[O:12])[CH3:11]>>[C:10]([O:1][CH:2]([CH2:6][CH2:7][CH2:8][CH3:9])[C:3]([OH:5])=[O:4])(=[O:12])[CH3:11]. Procedure: The compound obtained in step A is treated with acetyl chloride according to the process described in example 90 B. Starting materials: Amide, C(C)(=O)N1CCC(CC1)N (1-acetylpiperidin-4-amine), ester, COC(=O)C=1C(=CC=C(C1)C=1SC=C(N1)C1=CC(=C(C=C1)Cl)Cl)C1=CC=C(C=C1)C(=O)O (4-[4-(3,4-dichloro-phenyl)-thiazol-2-yl]-biphenyl-2,4′-dicarboxylic acid 2-methyl ester), COC(=O)C=1C(=CC=C(C1)C=1SC=C(N1)C1=CC(=C(C=C1)Cl)Cl)C1=CC=C(C=C1)C(=O)O (4-[4-(3,4-dichloro-phenyl)-thiazol-2-yl]-biphenyl-2,4′-dicarboxylic acid 2-methyl ester). The product is C(C)(=O)N1CCC(CC1)NC(=O)C1=CC=C(C=C1)C=1C(=CC(=CC1)C=1SC=C(N1)C1=CC(=C(C=C1)Cl)Cl)C(=O)O (4′-(1-acetyl-piperidin-4-ylcarbamoyl)-4-[4-(3,4-dichloro-phenyl)-thiazol-2-yl]-biphenyl-2-carboxylic acid). Yield: 4.0%. RXN SMILES: C[O:2][C:3]([C:5]1[C:6]([C:24]2[CH:29]=[CH:28][C:27]([C:30]([OH:32])=O)=[CH:26][CH:25]=2)=[CH:7][CH:8]=[C:9]([C:11]2[S:12][CH:13]=[C:14]([C:16]3[CH:21]=[CH:20][C:19]([Cl:22])=[C:18]([Cl:23])[CH:17]=3)[N:15]=2)[CH:10]=1)=[O:4].[C:33]([N:36]1[CH2:41][CH2:40][CH:39]([NH2:42])[CH2:38][CH2:37]1)(=[O:35])[CH3:34]>>[C:33]([N:36]1[CH2:41][CH2:40][CH:39]([NH:42][C:30]([C:27]2[CH:28]=[CH:29][C:24]([C:6]3[C:5]([C:3]([OH:2])=[O:4])=[CH:10][C:9]([C:11]4[S:12][CH:13]=[C:14]([C:16]5[CH:21]=[CH:20][C:19]([Cl:22])=[C:18]([Cl:23])[CH:17]=5)[N:15]=4)=[CH:8][CH:7]=3)=[CH:25][CH:26]=2)=[O:32])[CH2:38][CH2:37]1)(=[O:35])[CH3:34]. Procedure details: Using the conditions of General Procedure E for Amide Coupling in Parallel Mode, 4-[4-(3,4-dichloro-phenyl)-thiazol-2-yl]-biphenyl-2,4′-dicarboxylic acid 2-methyl ester (which may be prepared as described for Intermediate 8; 100 mg, 0.21 mmol) was reacted with 1-acetylpiperidin-4-amine (available from Aldrich Chemical Company, Inc.; 88 mg, 0.62 mmol). The resulting ester was hydrolyzed and the acid was purified using HPLC Purification Conditions B to give 4′-(1-acetyl-piperidin-4-ylcarbamoyl)-4-... Reactants: O=C([O-])O, CC#N, O=S(=O)(c1ccc(C(CC2CCOCC2)c2ncc(-c3ccccn3)[nH]2)cc1)C1CC1, [Na+], F[Xe]F. Product: O=S(=O)(c1ccc(C(CC2CCOCC2)c2nc(F)c(-c3ccccn3)[nH]2)cc1)C1CC1. As a reaction SMILES: [C:35](=[O:36])([O-:37])[OH:38].[CH3:40][C:41]#[N:42].[CH:1]1([S:4](=[O:5])(=[O:6])[c:7]2[cH:8][cH:9][c:10]([CH:13]([CH2:14][CH:15]3[CH2:16][CH2:17][O:18][CH2:19][CH2:20]3)[c:21]3[nH:22][c:23](-[c:26]4[n:27][cH:28][cH:29][cH:30][cH:31]4)[cH:24][n:25]3)[cH:11][cH:12]2)[CH2:2][CH2:3]1.[Na+:39].[Xe:32]([F:33])[F:34]>>[CH:1]1([S:4](=[O:5])(=[O:6])[c:7]2[cH:8][cH:9][c:10]([CH:13]([CH2:14][CH:15]3[CH2:16][CH2:17][O:18][CH2:19][CH2:20]3)[c:21]3[nH:22][c:23](-[c:26]4[n:27][cH:28][cH:29][cH:30][cH:31]4)[c:24]([F:33])[n:25]3)[cH:11][cH:12]2)[CH2:2][CH2:3]1. Starting materials: C(C)(=O)Cl (acetyl chloride), C([O-])([O-])=O.[Na+].[Na+] (sodium carbonate), Cl.Cl.CC1(OC2=C(C1)C(=C(C(=C2C)C)N)C)CN2CCC(CC2)C2=CC=CC=C2 (2,3-dihydro-2,4,6,7-tetramethyl-2-[(4-phenyl-1-piperidinyl)methyl]-5-benzofuranamine dihydrochloride). Run in O (water), O1CCCC1 (tetrahydrofuran), O (water). Conditions: time 5 minute. The product is CC1(OC2=C(C1)C(=C(C(=C2C)C)NC(C)=O)C)CN2CCC(CC2)C2=CC=CC=C2 (N-[2,3-dihydro-2,4,6,7-tetramethyl-2-[(4-phenyl-1-piperidinyl)methyl]benzofuran-5-yl]acetamide). The yield is 90.0%. As a reaction SMILES: Cl.Cl.[CH3:3][C:4]1([CH2:17][N:18]2[CH2:23][CH2:22][CH:21]([C:24]3[CH:29]=[CH:28][CH:27]=[CH:26][CH:25]=3)[CH2:20][CH2:19]2)[CH2:8][C:7]2[C:9]([CH3:16])=[C:10]([NH2:15])[C:11]([CH3:14])=[C:12]([CH3:13])[C:6]=2[O:5]1.C(=O)([O-])[O-].[Na+].[Na+].[C:36](Cl)(=[O:38])[CH3:37]>O1CCCC1.O>[CH3:3][C:4]1([CH2:17][N:18]2[CH2:19][CH2:20][CH:21]([C:24]3[CH:29]=[CH:28][CH:27]=[CH:26][CH:25]=3)[CH2:22][CH2:23]2)[CH2:8][C:7]2[C:9]([CH3:16])=[C:10]([NH:15][C:36](=[O:38])[CH3:37])[C:11]([CH3:14])=[C:12]([CH3:13])[C:6]=2[O:5]1 |f:0.1.2,3.4.5|. Reported procedure: To a suspension of 2,3-dihydro-2,4,6,7-tetramethyl-2-[(4-phenyl-1-piperidinyl)methyl]-5-benzofuranamine dihydrochloride (1.3 g) in tetrahydrofuran (10 mL) was added a solution of sodium carbonate (0.95 g) in water (5 mL) with ice-cooling and the mixture was stirred for 5 minutes. Then, 0.26 mL of acetyl chloride was added dropwise and the mixture was stirred at room temperature for 15 minutes. This reaction mixture was diluted with water and extracted with 2 portions of ethyl acetate. The pooled... Starting materials: ClC1=C(C=O)C=CC=C1 (2-chlorobenzaldehyde), CC(=O)C (acetone), [OH-].[Na+] (NaOH), Cl (HCl). Run in O (water), O (water). Conditions: temperature 25 celsius, time 1.5 hour. Yields the product ClC1=C(C=CC=C1)C=CC(C)=O (4-(2-chlorophenyl)-but-3-ene-2-one). Yield: 60.0%. RXN SMILES: [Cl:1][C:2]1[CH:9]=[CH:8][CH:7]=[CH:6][C:3]=1[CH:4]=O.[OH-].[Na+].Cl.[CH3:13][C:14]([CH3:16])=[O:15]>O>[Cl:1][C:2]1[CH:9]=[CH:8][CH:7]=[CH:6][C:3]=1[CH:4]=[CH:13][C:14](=[O:15])[CH3:16] |f:1.2|. Procedure details: A solution of 200 g (1.4 mole) of 2-chlorobenzaldehyde in 500 ml of acetone is treated with 200 ml of water, cooled in an ice bath, then treated with 40 ml of 10% NaOH by drops. The mixture is kept below 40° C. After the addition is complete the mixture is stirred at 25° C. for 1.5 hours, then acidified with 10% HCl. The mixture is diluted with water and extracted with benzene. 0.5 g of toluene-sulfonic acid is added to the benzene solution and the mixture refluxed under a water separator. A tot...